Dataset: the Open Reaction Database (ORD), a public repository of structured organic reaction records. Task: describe an organic reaction: reactants, conditions, products, and yield The reactants are BrCc1ccccc1, O=C([O-])[O-], CC(C)=O, [K+], [K+], O=[N+]([O-])c1c(C(F)(F)F)cc(O)cc1C(F)(F)F. The product is O=[N+]([O-])c1c(C(F)(F)F)cc(OCc2ccccc2)cc1C(F)(F)F. As a reaction SMILES: [Br:7][CH2:8][c:9]1[cH:10][cH:11][cH:12][cH:13][cH:14]1.[C:1](=[O:2])([O-:3])[O-:4].[CH3:33][C:34](=[O:35])[CH3:36].[K+:5].[K+:6].[N+:15](=[O:16])([O-:17])[c:18]1[c:19]([C:29]([F:30])([F:31])[F:32])[cH:20][c:21]([OH:28])[cH:22][c:23]1[C:24]([F:25])([F:26])[F:27]>>[CH2:8]([c:9]1[cH:10][cH:11][cH:12][cH:13][cH:14]1)[O:28][c:21]1[cH:20][c:19]([C:29]([F:30])([F:31])[F:32])[c:18]([N+:15](=[O:16])[O-:17])[c:23]([C:24]([F:25])([F:26])[F:27])[cH:22]1. Reactants: N1(N=CN=C1)C(C(=O)C1=CC=C(C=C1)Cl)C(C(C(C)(C)C)=O)O (2-(1,2,4-triazol-1-yl)-1-p-chlorophenyl-5,5-dimethyl-hexan-1,4-dione-3-ol), C1(=CC=C(C=C1)S(=O)(=O)Cl)C (p-toluenesulphonyl chloride), Cl (hydrochloric acid). The solvent is N1=CC=CC=C1 (pyridine). Conditions: time 48 hour. The product is N1(N=CN=C1)C(C(=O)C1=CC=C(C=C1)Cl)=CC(C(C)(C)C)=O (2-(1,2,4-triazol-1-yl)-1-p-chlorophenyl-5,5-dimethyl-hex-2-en-1,4-dione). The yield is 60.0%. As a reaction SMILES: [N:1]1([CH:6]([CH:16](O)[C:17](=[O:22])[C:18]([CH3:21])([CH3:20])[CH3:19])[C:7]([C:9]2[CH:14]=[CH:13][C:12]([Cl:15])=[CH:11][CH:10]=2)=[O:8])[CH:5]=[N:4][CH:3]=[N:2]1.C1(C)C=CC(S(Cl)(=O)=O)=CC=1.Cl>N1C=CC=CC=1>[N:1]1([C:6](=[CH:16][C:17](=[O:22])[C:18]([CH3:20])([CH3:19])[CH3:21])[C:7]([C:9]2[CH:14]=[CH:13][C:12]([Cl:15])=[CH:11][CH:10]=2)=[O:8])[CH:5]=[N:4][CH:3]=[N:2]1. Reported procedure: The product (4.9 g, 0.015 mol) of Stage 1 and p-toluenesulphonyl chloride (3.0 g, 0.06 mol) were mixed together in pyridine (50 ml) at 20°. After standing at room temperature for 48 hours, the solution was poured into crushed ice (50 ml)/concentrated hydrochloric acid (50 ml). The mixture was extracted with diethyl ether (100 ml), and the extract washed with water (3×100 ml) and dried over anhydrous sodiumsulphate. Removal of the ether gave a brown gum which was further purified by column chroma...